Dataset: the Open Reaction Database (ORD), a public repository of structured organic reaction records. Task: describe an organic reaction: reactants, conditions, products, and yield Yields the product COC(=O)c1nc(N)ccc1Oc1nc(OC)cc(OC)n1. The reactants are O=C([O-])[O-], COc1cc(OC)nc(S(C)(=O)=O)n1, [K+], [K+], COC(=O)c1nc(N)ccc1O, CN(C)C=O, O. Reaction SMILES: [C:32](=[O:33])([O-:34])[O-:35].[CH3:18][S:19](=[O:20])(=[O:21])[c:22]1[n:23][c:24]([O:30][CH3:31])[cH:25][c:26]([O:28][CH3:29])[n:27]1.[K+:36].[K+:37].[NH2:6][c:7]1[cH:8][cH:9][c:10]([OH:17])[c:11]([C:13](=[O:14])[O:15][CH3:16])[n:12]1.[O:1]=[CH:2][N:3]([CH3:4])[CH3:5].[OH2:38]>>[NH2:6][c:7]1[cH:8][cH:9][c:10]([O:17][c:22]2[n:23][c:24]([O:30][CH3:31])[cH:25][c:26]([O:28][CH3:29])[n:27]2)[c:11]([C:13](=[O:14])[O:15][CH3:16])[n:12]1. Reactants: solution, CN (methylamine), ClC1=NC=2N(C(=C1C1=CC=CC=C1)Cl)N=C(N2)C2=NC=CC=C2 (5,7-dichloro-6-phenyl-2-pyridine-2-yl-[1,2,4]triazolo[1,5-a]pyrimidine). Run in C1CCOC1 (THF), CN(C)C=O (DMF). Run at temperature 100 celsius. Product: ClC1=NC=2N(C(=C1C1=CC=CC=C1)NC)N=C(N2)C2=NC=CC=C2 (5-chloro-6-phenyl-2-pyridine-2-yl-[1,2,4]triazolo[1,5-a]pyrimidin-7-yl-methylamine). The yield is 26.9%. Reaction SMILES: [Cl:1][C:2]1[C:7]([C:8]2[CH:13]=[CH:12][CH:11]=[CH:10][CH:9]=2)=[C:6](Cl)[N:5]2[N:15]=[C:16]([C:18]3[CH:23]=[CH:22][CH:21]=[CH:20][N:19]=3)[N:17]=[C:4]2[N:3]=1.[CH3:24][NH2:25]>CN(C=O)C.C1COCC1>[Cl:1][C:2]1[C:7]([C:8]2[CH:13]=[CH:12][CH:11]=[CH:10][CH:9]=2)=[C:6]([NH:25][CH3:24])[N:5]2[N:15]=[C:16]([C:18]3[CH:23]=[CH:22][CH:21]=[CH:20][N:19]=3)[N:17]=[C:4]2[N:3]=1. Procedure details: 1 g (2.9 mmol) 5,7-dichloro-6-phenyl-2-pyridine-2-yl-[1,2,4]triazolo[1,5-a]pyrimidine are given in 8.2 mL DMF (no complete dissolution). After addition of 3.65 mL of a 2M (7.3 mmol) solution of methylamine in THF the reaction mixture is heated in a microwave oven at 100° C. for 20 minutes. From the clear brown solution the DMF is evaporated, the residue is diluted with brine and extracted three times with dichloromethane. The combined organic extracts are dried over Na2SO4 and the solvent is eva... Starting materials: FC1=CC=C(OC=2C=C(C=CC2)C#CC(C)NO)C=C1 (N-[4-(3-(4-fluorophenoxy)phenyl)-3-butyn-2-yl]hydroxylamine), [N-]=C=O.[K+] (potassium isocyanate). Solvent: O (water), C(C)(=O)OCC (ethyl acetate). Run at temperature 5 celsius, time 30 minute. Yields the product ON(C(=O)N)C(C)C#CC1=CC(=CC=C1)OC1=CC=C(C=C1)F (N-hydroxy-N-[4-(3-(4-fluorophenoxy)phenyl)-3-butyn-2-yl]urea). As a reaction SMILES: [F:1][C:2]1[CH:20]=[CH:19][C:5]([O:6][C:7]2[CH:8]=[C:9]([C:13]#[C:14][CH:15]([NH:17][OH:18])[CH3:16])[CH:10]=[CH:11][CH:12]=2)=[CH:4][CH:3]=1.[N-:21]=[C:22]=[O:23].[K+]>C(OCC)(=O)C.O>[OH:18][N:17]([CH:15]([C:14]#[C:13][C:9]1[CH:10]=[CH:11][CH:12]=[C:7]([O:6][C:5]2[CH:4]=[CH:3][C:2]([F:1])=[CH:20][CH:19]=2)[CH:8]=1)[CH3:16])[C:22]([NH2:21])=[O:23] |f:1.2|. Reported procedure: The N-[4-(3-(4-fluorophenoxy)phenyl)-3-butyn-2-yl]hydroxylamine prepared in step 3 above was taken up in ethyl acetate (36 kg) and cooled to 5° C. A solution of freshly prepared potassium isocyanate (10 kg) in water (18 kg) was slowly added and the exotherimic reaction was maintained below 10° C. The reaction mixture was agitated for 30 min. The layers were separated and the organic phase was dried over MgSO4 and filtered. The filtrate was diluted with heptane (58 kg) and agitated for one hour. ... The reactants are [NH4+].[Cl-] (NH4Cl), [H-].[Na+] (NaH), ClC1=C2C(=NNC2=CC=C1C)C (4-chloro-3,5-dimethyl-1H-indazole), S(=O)(=O)(C1=CC=C(C)C=C1)Cl (TsCl). Run in C1CCOC1 (THF). Run at temperature 0 celsius, time 20 minute. Yields the product ClC1=C2C(=NN(C2=CC=C1C)S(=O)(=O)C1=CC=C(C)C=C1)C (4-chloro-3,5-dimethyl-1-tosyl-1H-indazole). As a reaction SMILES: [H-].[Na+].[Cl:3][C:4]1[C:12]([CH3:13])=[CH:11][CH:10]=[C:9]2[C:5]=1[C:6]([CH3:14])=[N:7][NH:8]2.[S:15](Cl)([C:18]1[CH:24]=[CH:23][C:21]([CH3:22])=[CH:20][CH:19]=1)(=[O:17])=[O:16].[NH4+].[Cl-]>C1COCC1>[Cl:3][C:4]1[C:12]([CH3:13])=[CH:11][CH:10]=[C:9]2[C:5]=1[C:6]([CH3:14])=[N:7][N:8]2[S:15]([C:18]1[CH:24]=[CH:23][C:21]([CH3:22])=[CH:20][CH:19]=1)(=[O:17])=[O:16] |f:0.1,4.5|. Reported procedure: A solution of 1-(2-chloro-6-fluoro-3-methylphenyl)ethanone (10 g, 53.6 mmol) and hydrazine (5.05 mL, 161 mmol) in DMSO (50 mL) was heated at 80° C. overnight. The reaction mixture was then partitioned between EtOAc and water. The aqueous layer was extracted with EtOAc. The combined organic layers were washed with brine, dried (Na2SO4) and concentrated to provide crude 4-chloro-3,5-dimethyl-1H-indazole as a white solid, which was used in the next step directly. MS (ESI+) m/z 180.9 (M+H)+. NaH (60... Starting materials: C1(=CC=CC=C1)N1S(NC2=C1C=CC=C2)(=O)=O (1-phenyl-1,3-dihydro-2,1,3-benzothiadiazole2,2-dioxide), C1(=CC=CC=C1)P(C1=CC=CC=C1)C1=CC=CC=C1 (triphenylphosphine), OCCC1CN(CCO1)C(=O)OC(C)(C)C (tert-butyl 2-(2-hydroxyethyl)morpholine-4-carboxylate), CC(C)OC(=O)/N=N/C(=O)OC(C)C (DIAD). Run in C1CCOC1 (THF). The product is N1CC(OCC1)CCN1S(N(C2=C1C=CC=C2)C2=CC=CC=C2)(=O)=O (1-(2-morpholin-2-ylethyl)-3-phenyl-1,3-dihydro-2,1,3-benzothiadiazole2,2-dioxide). The yield is 80.0%. RXN SMILES: [C:1]1([N:7]2[C:11]3[CH:12]=[CH:13][CH:14]=[CH:15][C:10]=3[NH:9][S:8]2(=[O:17])=[O:16])[CH:6]=[CH:5][CH:4]=[CH:3][CH:2]=1.C1(P(C2C=CC=CC=2)C2C=CC=CC=2)C=CC=CC=1.O[CH2:38][CH2:39][CH:40]1[O:45][CH2:44][CH2:43][N:42](C(OC(C)(C)C)=O)[CH2:41]1.CC(OC(/N=N/C(OC(C)C)=O)=O)C>C1COCC1>[NH:42]1[CH2:43][CH2:44][O:45][CH:40]([CH2:39][CH2:38][N:9]2[C:10]3[CH:15]=[CH:14][CH:13]=[CH:12][C:11]=3[N:7]([C:1]3[CH:2]=[CH:3][CH:4]=[CH:5][CH:6]=3)[S:8]2(=[O:16])=[O:17])[CH2:41]1. Procedure: To a solution of 1-phenyl-1,3-dihydro-2,1,3-benzothiadiazole2,2-dioxide (0.2 g, 0.8 mmol) in THF (10 mL) was added triphenylphosphine (0.26 g, 1 mmol), tert-butyl 2-(2-hydroxyethyl)morpholine-4-carboxylate (0.2 g, 0.9 mmol) and DIAD (0.2 g, 1 mmol) at 0° C. The mixture was allowed to warm to ambient temperature overnight then concentrated and chromatographed on silica gel (0 to 40% EtOAC in hexane). The resulting mostly pure carbamate was dissolved in dichloromethane (10 mL) and treated with HCL... The reactants are NC1=NC=2C=C(C=CC2C2=C1N=C(S2)CC)O (4-amino-2-ethylthiazolo[4,5-c]quinolin-7-ol), C([O-])([O-])=O.[Cs+].[Cs+] (cesium carbonate), CN(C)C=O (DMF), BrCC=1OC(=CC1)C(F)(F)F (2-(Bromomethyl)-5-(trifluoromethyl)furan). Solvent: ClCCl (dichloromethane). Conditions: temperature 75 celsius, time 10 minute. The product is C(C)C=1SC2=C(C(=NC=3C=C(C=CC23)OCC=2OC(=CC2)C(F)(F)F)N)N1 (2-ethyl-7-{[5-(trifluoromethyl)furan-2-yl]methoxy}thiazolo[4,5-c]quinolin-4-amine). Yield: 31.8%. As a reaction SMILES: [NH2:1][C:2]1[C:11]2[N:12]=[C:13]([CH2:15][CH3:16])[S:14][C:10]=2[C:9]2[CH:8]=[CH:7][C:6]([OH:17])=[CH:5][C:4]=2[N:3]=1.C(=O)([O-])[O-].[Cs+].[Cs+].CN(C=O)C.Br[CH2:30][C:31]1[O:32][C:33]([C:36]([F:39])([F:38])[F:37])=[CH:34][CH:35]=1>ClCCl>[CH2:15]([C:13]1[S:14][C:10]2[C:9]3[CH:8]=[CH:7][C:6]([O:17][CH2:30][C:31]4[O:32][C:33]([C:36]([F:39])([F:38])[F:37])=[CH:34][CH:35]=4)=[CH:5][C:4]=3[N:3]=[C:2]([NH2:1])[C:11]=2[N:12]=1)[CH3:16] |f:1.2.3|. Procedure: A mixture of 4-amino-2-ethylthiazolo[4,5-c]quinolin-7-ol (245 mg, 1.0 mmol), cesium carbonate (1.3 g, 4.0 mmol), and DMF (20 mL) was stirred at 75° C. for 10 minutes. 2-(Bromomethyl)-5-(trifluoromethyl)furan (252 mg, 1.1 mmol) was added in portions over a period of 30 minutes. The reaction mixture was stirred for 1 hour and then the heat source was removed. The reaction mixture was diluted with water (250 mL), stirred for 1 hour, and then filtered. The isolated solid was rinsed with water and th... Starting materials: COC1=CC=C(C=C1)[C@@H]1SC2=C(N(C([C@@H]1O)=O)CCN(C)C)C=CC(=C2)Cl ((+)-cis-2-(4-methoxyphenyl)-3-hydroxy-5-[2-(dimethylamino)ethyl]-8-chloro-2,3-dihydro-1,5-benzothiazepin-4(5H)-one), C(=O)O (formic acid), C(C)(=O)OC(C)=O (acetic anhydride). Run in N1=CC=CC=C1 (pyridine). Conditions: time 3 day. Product: C(C(=O)O)(=O)O.COC1=CC=C(C=C1)[C@@H]1SC2=C(N(C([C@@H]1OC=O)=O)CCN(C)C)C=CC(=C2)Cl ((+)-cis-2-(4-methoxyphenyl)-3-formyloxy-5-[2-(dimethylamino)ethyl]-8-chloro-2,3-dihydro-1,5-benzothiazepin-4(5H)-one oxalate). Reaction SMILES: [CH3:1][O:2][C:3]1[CH:8]=[CH:7][C:6]([C@H:9]2[C@@H:15]([OH:16])[C:14](=[O:17])[N:13]([CH2:18][CH2:19][N:20]([CH3:22])[CH3:21])[C:12]3[CH:23]=[CH:24][C:25]([Cl:27])=[CH:26][C:11]=3[S:10]2)=[CH:5][CH:4]=1.[CH:28]([OH:30])=[O:29].[C:31]([O:34]C(=O)C)(=[O:33])C>N1C=CC=CC=1>[C:31]([OH:34])(=[O:33])[C:28]([OH:30])=[O:29].[CH3:1][O:2][C:3]1[CH:4]=[CH:5][C:6]([C@H:9]2[C@@H:15]([O:16][CH:28]=[O:29])[C:14](=[O:17])[N:13]([CH2:18][CH2:19][N:20]([CH3:22])[CH3:21])[C:12]3[CH:23]=[CH:24][C:25]([Cl:27])=[CH:26][C:11]=3[S:10]2)=[CH:7][CH:8]=1 |f:4.5|. Procedure details: A mixture of 0.8 g of (+)-cis-2-(4-methoxyphenyl)-3-hydroxy-5-[2-(dimethylamino)ethyl]-8-chloro-2,3-dihydro-1,5-benzothiazepin-4(5H)-one, 9 ml of formic acid, 3 ml of acetic anhydride and one ml of pyridine is stirred at room temperature for 3 days. The reaction mixture is evaporated under reduced pressure to remove solvent. The residue is converted into its oxalate and recrystallized from a mixture of ethanol and ether. 0.725 g of (+)-cis-2-(4-methoxyphenyl)-3-formyloxy-5-[2-(dimethylamino)ethy... Starting materials: C(C)OC(CBr)=O (ethylbromoacetate), [H-].[Na+] (sodium hydride), C1(=CC=CC=C1)C(=O)CC1=CC=CC=C1 (deoxybenzoin), C1CCOC1 (THF), C1CCOC1 (THF). Conditions: time 10 minute. The product is C1(=CC=CC=C1)C1C=C(C=CC1=O)CCCC(=O)O (3-Phenyl-4-oxo-benzenebutanoic acid). RXN SMILES: [H-].[Na+].[C:3]1([C:9]([CH2:11][C:12]2[CH:17]=[CH:16][CH:15]=[CH:14][CH:13]=2)=[O:10])[CH:8]=[CH:7][CH:6]=[CH:5][CH:4]=1.C([O:20][C:21](=[O:24])CBr)C.[CH2:25]1COCC1>>[C:12]1([CH:11]2[C:9](=[O:10])[CH:3]=[CH:8][C:7]([CH2:6][CH2:5][CH2:4][C:21]([OH:24])=[O:20])=[CH:25]2)[CH:13]=[CH:14][CH:15]=[CH:16][CH:17]=1 |f:0.1|. Procedure: To a solution of 6.0 g of 60% sodium hydride in 150 ml of THF was added dropwise a solution of 29.4 g of deoxybenzoin in 150 ml THF. The mixture was stirred for 10 min., 16.8 ml of ethylbromoacetate was added dropwise, and the reaction was then heated at reflux under nitrogen overnight. The reaction was then partitioned between ether and 5% aqueous sodium bicarbonate, washed twice with ether dried over magnesium sulfate, filtered and concentrated to 41.08 g of a brown oil. The crude product was ... The reactants are CS(=O)(=O)Oc1ccccc1CCOc1ccc(C=O)cc1, CC(=O)[O-], CC(C)=O, CC(=O)O, [Na+], O, O, O=C1CSC(=O)N1. Yields the product CS(=O)(=O)Oc1ccccc1CCOc1ccc(C=C2SC(=O)NC2=O)cc1. As a reaction SMILES: [CH3:1][S:2](=[O:3])(=[O:4])[O:5][c:6]1[c:7]([CH2:12][CH2:13][O:14][c:15]2[cH:16][cH:17][c:18]([CH:21]=[O:22])[cH:19][cH:20]2)[cH:8][cH:9][cH:10][cH:11]1.[CH3:31][C:32](=[O:33])[O-:34].[CH3:35][C:36]([CH3:37])=[O:38].[CH3:40][C:41](=[O:42])[OH:43].[Na+:30].[OH2:39].[OH2:44].[S:23]1[C:24](=[O:29])[NH:25][C:26](=[O:28])[CH2:27]1>>[CH3:1][S:2](=[O:3])(=[O:4])[O:5][c:6]1[c:7]([CH2:12][CH2:13][O:14][c:15]2[cH:16][cH:17][c:18]([CH:21]=[C:27]3[S:23][C:24](=[O:29])[NH:25][C:26]3=[O:28])[cH:19][cH:20]2)[cH:8][cH:9][cH:10][cH:11]1. The reactants are C=C(COC1CCCCO1)C1C(C(C)OC(=O)OCc2ccccc2)C(=O)N1C1CCCCO1, C=C(CO)C1NC(=O)C1C(C)OC(=O)OCc1ccccc1. Product: C=C(COC1CCCCO1)C1NC(=O)C1C(C)OC(=O)OCc1ccccc1. RXN SMILES: [O:23]1[CH:24]([O:29][CH2:30][C:31](=[CH2:32])[CH:33]2[CH:34]([CH:44]([CH3:45])[O:46][C:47](=[O:48])[O:49][CH2:50][c:51]3[cH:52][cH:53][cH:54][cH:55][cH:56]3)[C:35](=[O:43])[N:36]2[CH:37]2[CH2:38][CH2:39][CH2:40][CH2:41][O:42]2)[CH2:25][CH2:26][CH2:27][CH2:28]1.[OH:1][CH2:2][C:3]([CH:4]1[NH:5][C:6](=[O:7])[CH:8]1[CH:9]([O:10][C:11]([O:12][CH2:13][c:14]1[cH:15][cH:16][cH:17][cH:18][cH:19]1)=[O:20])[CH3:21])=[CH2:22]>>[O:23]1[CH:24]([O:29][CH2:30][C:31](=[CH2:32])[CH:33]2[CH:34]([CH:44]([CH3:45])[O:46][C:47](=[O:48])[O:49][CH2:50][c:51]3[cH:52][cH:53][cH:54][cH:55][cH:56]3)[C:35](=[O:43])[NH:36]2)[CH2:25][CH2:26][CH2:27][CH2:28]1.